From a dataset of the Open Reaction Database (ORD), a public repository of structured organic reaction records. describe an organic reaction: reactants, conditions, products, and yield Reactants: C1CCOC1, CCCN(C)C(=O)c1cc(C(=O)OC)cc(-c2ncco2)c1, [Li+], [OH-]. As a reaction SMILES: [CH2:25]1[O:26][CH2:27][CH2:28][CH2:29]1.[CH3:1][O:2][C:3]([c:4]1[cH:5][c:6]([C:7](=[O:8])[N:9]([CH2:10][CH2:11][CH3:12])[CH3:13])[cH:14][c:15](-[c:17]2[o:18][cH:19][cH:20][n:21]2)[cH:16]1)=[O:22].[Li+:23].[OH-:24]>>[O:2]=[C:3]([c:4]1[cH:5][c:6]([C:7](=[O:8])[N:9]([CH2:10][CH2:11][CH3:12])[CH3:13])[cH:14][c:15](-[c:17]2[o:18][cH:19][cH:20][n:21]2)[cH:16]1)[OH:22]. The product is CCCN(C)C(=O)c1cc(C(=O)O)cc(-c2ncco2)c1.